This data is from the Open Reaction Database (ORD), a public repository of structured organic reaction records. The task is: describe an organic reaction: reactants, conditions, products, and yield The reactants are O=C([O-])[O-], CC(C)(C)[O-], CN(C)C=O, CCOC(C)=O, CC(=O)O, Cl, [K+], [K+], [K+], O, O=C(O)C(F)(F)F, CC(CO)n1ccc2c([N+](=O)[O-])cccc2c1=O. Product: Cc1ccc2c(=O)n(C(C)CO)ccc2c1[N+](=O)[O-]. Reaction SMILES: [C:33](=[O:34])([O-:35])[O-:36].[CH3:1][C:2]([CH3:3])([O-:4])[CH3:5].[CH3:39][N:40]([CH3:41])[CH:42]=[O:43].[CH3:44][CH2:45][O:46][C:47](=[O:48])[CH3:49].[CH3:51][C:52](=[O:53])[OH:54].[ClH:25].[K+:37].[K+:38].[K+:6].[OH2:50].[OH:26][C:27]([C:28]([F:29])([F:30])[F:31])=[O:32].[OH:7][CH2:8][CH:9]([CH3:10])[n:11]1[c:12](=[O:24])[c:13]2[cH:14][cH:15][cH:16][c:17]([N+:21](=[O:22])[O-:23])[c:18]2[cH:19][cH:20]1>>[CH3:1][c:16]1[cH:15][cH:14][c:13]2[c:12](=[O:24])[n:11]([CH:9]([CH2:8][OH:7])[CH3:10])[cH:20][cH:19][c:18]2[c:17]1[N+:21](=[O:22])[O-:23]. The reactants are O=C([O-])O, ClCCCl, O=C(O)C1CC1(F)F, [Na+], CN(C)C=O, On1nnc2ccccc21, Nc1ccc2c(c1)c(-c1nc3ccccc3[nH]1)nn2C1CCCCO1. The product is O=C(Nc1ccc2c(c1)c(-c1nc3ccccc3[nH]1)nn2C1CCCCO1)C1CC1(F)F. Reaction SMILES: [C:23](=[O:24])([OH:25])[O-:26].[CH2:19]([Cl:20])[CH2:21][Cl:22].[F:1][C:2]1([F:8])[CH:3]([C:5](=[O:6])[OH:7])[CH2:4]1.[Na+:27].[O:53]=[CH:54][N:55]([CH3:56])[CH3:57].[OH:9][n:10]1[c:11]2[c:12]([cH:13][cH:14][cH:15][cH:16]2)[n:17][n:18]1.[nH:28]1[c:29](-[c:37]2[n:38][n:39]([CH:47]3[O:48][CH2:49][CH2:50][CH2:51][CH2:52]3)[c:40]3[cH:41][cH:42][c:43]([NH2:46])[cH:44][c:45]23)[n:30][c:31]2[c:32]1[cH:33][cH:34][cH:35][cH:36]2>>[F:1][C:2]1([F:8])[CH:3]([C:5](=[O:6])[NH:46][c:43]2[cH:42][cH:41][c:40]3[n:39]([CH:47]4[O:48][CH2:49][CH2:50][CH2:51][CH2:52]4)[n:38][c:37](-[c:29]4[n:28][c:32]5[c:31]([nH:30]4)[cH:36][cH:35][cH:34][cH:33]5)[c:45]3[cH:44]2)[CH2:4]1. Starting materials: ClCCl, OC1CC(c2ccc3c(c2)OCO3)c2ccccc21, O=S(Cl)Cl. The product is ClC1CC(c2ccc3c(c2)OCO3)c2ccccc21. Reaction SMILES: [Cl:24][CH2:25][Cl:26].[O:5]1[CH2:6][O:7][c:8]2[c:9]1[cH:10][cH:11][c:12]([CH:14]1[CH2:15][CH:16]([OH:23])[c:17]3[cH:18][cH:19][cH:20][cH:21][c:22]31)[cH:13]2.[S:1]([Cl:2])([Cl:3])=[O:4]>>[Cl:3][CH:16]1[CH2:15][CH:14]([c:12]2[cH:11][cH:10][c:9]3[c:8]([cH:13]2)[O:7][CH2:6][O:5]3)[c:22]2[c:17]1[cH:18][cH:19][cH:20][cH:21]2. Starting materials: C1CCOC1, CI, [H-], [Na+], CC(C)(C)C(O)CNC(=O)c1ccc(N2CCN(C(=O)c3ccccc3C(F)(F)F)CC2)nn1. The product is COC(CNC(=O)c1ccc(N2CCN(C(=O)c3ccccc3C(F)(F)F)CC2)nn1)C(C)(C)C. RXN SMILES: [CH2:39]1[O:40][CH2:41][CH2:42][CH2:43]1.[CH3:37][I:38].[H-:35].[Na+:36].[OH:1][CH:2]([CH2:3][NH:4][C:5](=[O:6])[c:7]1[n:8][n:9][c:10]([N:13]2[CH2:14][CH2:15][N:16]([C:19]([c:20]3[c:21]([C:26]([F:27])([F:28])[F:29])[cH:22][cH:23][cH:24][cH:25]3)=[O:30])[CH2:17][CH2:18]2)[cH:11][cH:12]1)[C:31]([CH3:32])([CH3:33])[CH3:34]>>[O:1]([CH:2]([CH2:3][NH:4][C:5](=[O:6])[c:7]1[n:8][n:9][c:10]([N:13]2[CH2:14][CH2:15][N:16]([C:19]([c:20]3[c:21]([C:26]([F:27])([F:28])[F:29])[cH:22][cH:23][cH:24][cH:25]3)=[O:30])[CH2:17][CH2:18]2)[cH:11][cH:12]1)[C:31]([CH3:32])([CH3:33])[CH3:34])[CH3:37]. Reactants: CCOC(=O)NN, CCO, O=CCC1CC1. Product: CCOC(=O)NN=CCC1CC1. RXN SMILES: [C:7]([NH:8][NH2:9])(=[O:10])[O:11][CH2:12][CH3:13].[CH3:14][CH2:15][OH:16].[CH:1]1([CH2:4][CH:5]=[O:6])[CH2:2][CH2:3]1>>[CH:1]1([CH2:4][CH:5]=[N:9][NH:8][C:7](=[O:10])[O:11][CH2:12][CH3:13])[CH2:2][CH2:3]1. Starting materials: ClC1=C(C=C2CC(C(C2=C1Cl)=O)(C)C1CCCC1)CC(=O)O ((+)-(6,7-dichloro-2-cyclopentyl-2,3-dihydro-2-methyl-1-oxo-1H-inden-5-yl)acetic acid), S(=O)(Cl)Cl (thionyl chloride). Reagents/catalysts: CN(C=O)C (dimethylformamide). The solvent is C(Cl)(Cl)Cl (chloroform). Yields the product ClC1=C(C=C2CC(C(C2=C1Cl)=O)(C)C1CCCC1)CC(=O)Cl ((+)-(6,7-dichloro-2-cyclopentyl-2,3-dihydro-2-methyl-1-oxo-1H-inden-5-yl)acetyl chloride). As a reaction SMILES: [Cl:1][C:2]1[C:10]([Cl:11])=[C:9]2[C:5]([CH2:6][C:7]([CH:14]3[CH2:18][CH2:17][CH2:16][CH2:15]3)([CH3:13])[C:8]2=[O:12])=[CH:4][C:3]=1[CH2:19][C:20]([OH:22])=O.S(Cl)([Cl:25])=O>C(Cl)(Cl)Cl.CN(C)C=O>[Cl:1][C:2]1[C:10]([Cl:11])=[C:9]2[C:5]([CH2:6][C:7]([CH:14]3[CH2:18][CH2:17][CH2:16][CH2:15]3)([CH3:13])[C:8]2=[O:12])=[CH:4][C:3]=1[CH2:19][C:20]([Cl:25])=[O:22]. Reported procedure: To a solution of (+)-(6,7-dichloro-2-cyclopentyl-2,3-dihydro-2-methyl-1-oxo-1H-inden-5-yl)acetic acid (21.8 g., 0.0623 mole) in chloroform (150 ml) and dimethylformamide (1 drop) is added thionyl chloride (25 ml). The reaction mixture is heated at reflux for 3 hours, cooled and concentrated at reduced pressure. The crude (+)-(6,7-dichloro-2-cyclopentyl-2,3-dihydro-2-methyl-1-oxo-1H-inden-5-yl)acetyl chloride, thus obtained, is dissolved in methylene chloride (75 ml) and added over 0.5 hour to a ... Reactants: OC1C[C@H](NC1)C(=O)O (4-hydroxyproline), ClC(=O)OCC=C (allyl chloroformate). Run in [OH-].[Na+] (sodium hydroxide), O1CCOCC1 (dioxan), [OH-].[Na+] (sodium hydroxide), O1CCOCC1 (dioxan), [OH-].[Na+] (sodium hydroxide). The product is C(C=C)OC(=O)N1C(CC(C1)O)C(=O)O (1-allyloxycarbonyl-4-hydroxypyrrolidine-2-carboxylic acid). As a reaction SMILES: [OH:1][CH:2]1[CH2:6][NH:5][C@H:4]([C:7]([OH:9])=[O:8])[CH2:3]1.Cl[C:11]([O:13][CH2:14][CH:15]=[CH2:16])=[O:12]>[OH-].[Na+].O1CCOCC1>[CH2:14]([O:13][C:11]([N:5]1[CH2:6][CH:2]([OH:1])[CH2:3][CH:4]1[C:7]([OH:9])=[O:8])=[O:12])[CH:15]=[CH2:16] |f:2.3|. Procedure details: To a solution of 4-hydroxyproline (0.25M) in 4N sodium hydroxide (78ml), at 0°-5° C., was added allyl chloroformate (0.31M) in dioxan (156 ml) and 4N sodium hydroxide (78 ml). The dioxan solution and sodium hydroxide were added simultaneously, in batches, allowing the temperature to return to below 5° C. after each addition. The mixture was stirred for a further hour, washed with ethyl acetate, acidified (conc. HCl) and extracted into ethyl acetate. The organic phase was washed with brine, dried...